Dataset: the Open Reaction Database (ORD), a public repository of structured organic reaction records. Task: describe an organic reaction: reactants, conditions, products, and yield The reactants are CN1CCN(CC2(c3ccc(O)cc3)CCOCC2)CC1, CC(C)N1CCC(O)CC1, CC(C)OC(=O)N=NC(=O)OC(C)C, c1ccc(P(c2ccccc2)c2ccccc2)cc1. The product is CC(C)N1CCC(Oc2ccc(C3(CN4CCN(C)CC4)CCOCC3)cc2)CC1. As a reaction SMILES: [CH3:1][N:2]1[CH2:3][CH2:4][N:5]([CH2:8][C:9]2([c:15]3[cH:16][cH:17][c:18]([OH:21])[cH:19][cH:20]3)[CH2:10][CH2:11][O:12][CH2:13][CH2:14]2)[CH2:6][CH2:7]1.[CH:22]([CH3:23])([CH3:24])[N:25]1[CH2:26][CH2:27][CH:28]([OH:31])[CH2:29][CH2:30]1.[O:51]=[C:52]([O:53][CH:54]([CH3:55])[CH3:56])[N:57]=[N:58][C:59]([O:60][CH:61]([CH3:62])[CH3:63])=[O:64].[c:32]1([P:33]([c:34]2[cH:35][cH:36][cH:37][cH:38][cH:39]2)[c:40]2[cH:41][cH:42][cH:43][cH:44][cH:45]2)[cH:46][cH:47][cH:48][cH:49][cH:50]1>>[CH3:1][N:2]1[CH2:3][CH2:4][N:5]([CH2:8][C:9]2([c:15]3[cH:16][cH:17][c:18]([O:21][CH:28]4[CH2:27][CH2:26][N:25]([CH:22]([CH3:23])[CH3:24])[CH2:30][CH2:29]4)[cH:19][cH:20]3)[CH2:10][CH2:11][O:12][CH2:13][CH2:14]2)[CH2:6][CH2:7]1. Starting materials: CC(C(=O)NC(CC(=O)OC(C)(C)C)C(=O)COC(=O)c1c(Cl)cccc1Cl)n1ccc2ccccc2c1=O, ClCCl, O=C(O)C(F)(F)F. Yields the product CC(C(=O)NC(CC(=O)O)C(=O)COC(=O)c1c(Cl)cccc1Cl)n1ccc2ccccc2c1=O. RXN SMILES: [C:8]([CH3:9])([CH3:10])([CH3:11])[O:12][C:13](=[O:14])[CH2:15][CH:16]([C:17]([CH2:18][O:19][C:20]([c:21]1[c:22]([Cl:28])[cH:23][cH:24][cH:25][c:26]1[Cl:27])=[O:29])=[O:30])[NH:31][C:32]([CH:33]([CH3:34])[n:35]1[c:36](=[O:45])[c:37]2[cH:38][cH:39][cH:40][cH:41][c:42]2[cH:43][cH:44]1)=[O:46].[Cl:47][CH2:48][Cl:49].[OH:1][C:2]([C:3]([F:4])([F:5])[F:6])=[O:7]>>[O:12]=[C:13]([OH:14])[CH2:15][CH:16]([C:17]([CH2:18][O:19][C:20]([c:21]1[c:22]([Cl:28])[cH:23][cH:24][cH:25][c:26]1[Cl:27])=[O:29])=[O:30])[NH:31][C:32]([CH:33]([CH3:34])[n:35]1[c:36](=[O:45])[c:37]2[cH:38][cH:39][cH:40][cH:41][c:42]2[cH:43][cH:44]1)=[O:46]. Starting materials: CCOC(=O)C (EtOAc), C(C)(C)C1=CC=C(C=C1)OC (1-isopropyl-4-methoxy benzene), [N+](=O)([O-])[O-].[NH4+] (ammonium nitrate), BrN1C(CCC1=O)=O (N-bromosuccinimide). Run in CC#N (MeCN). Yields the product BrC1=C(C=CC(=C1)C(C)C)OC (2-bromo-4-isopropyl-1-methoxy benzene). The yield is 99.7%. RXN SMILES: [CH:1]([C:4]1[CH:9]=[CH:8][C:7]([O:10][CH3:11])=[CH:6][CH:5]=1)([CH3:3])[CH3:2].[N+]([O-])([O-])=O.[NH4+].[Br:17]N1C(=O)CCC1=O.CCOC(C)=O>CC#N>[Br:17][C:6]1[CH:5]=[C:4]([CH:1]([CH3:3])[CH3:2])[CH:9]=[CH:8][C:7]=1[O:10][CH3:11] |f:1.2|. Procedure: A solution of 20.0 g of 1-isopropyl-4-methoxy benzene, 1.07 g of ammonium nitrate, and 23.7 g of N-bromosuccinimide in MeCN (66.5 ml) was stirred at room temperature for one hour. To the reaction solution was added EtOAc and a saturated aqueous solution of NaHCO3, liquid separation was performed, and the aqueous layer was extracted with EtOAc. The combined organic layer was washed with saturated brine and dried over MgSO4, then, the drying agent was separated by filtration, and the filtrate was ... Reactants: CN(C)C=O, Cl, NNC(=S)Nc1ccc(C(=O)O)cc1, O, CC(=O)c1nn(C)c(-c2cccc(C(F)(F)F)c2)c1O. Product: CC(=NNC(=S)Nc1ccc(C(=O)O)cc1)c1nn(C)c(-c2cccc(C(F)(F)F)c2)c1O. As a reaction SMILES: [CH3:35][N:36]([CH3:37])[CH:38]=[O:39].[ClH:40].[NH:21]([NH2:22])[C:23](=[S:24])[NH:25][c:26]1[cH:27][cH:28][c:29]([C:30](=[O:31])[OH:32])[cH:33][cH:34]1.[OH2:41].[OH:1][c:2]1[c:3]([C:18]([CH3:19])=[O:20])[n:4][n:5]([CH3:17])[c:6]1-[c:7]1[cH:8][c:9]([C:13]([F:14])([F:15])[F:16])[cH:10][cH:11][cH:12]1>>[OH:1][c:2]1[c:3]([C:18]([CH3:19])=[N:22][NH:21][C:23](=[S:24])[NH:25][c:26]2[cH:27][cH:28][c:29]([C:30](=[O:31])[OH:32])[cH:33][cH:34]2)[n:4][n:5]([CH3:17])[c:6]1-[c:7]1[cH:8][c:9]([C:13]([F:14])([F:15])[F:16])[cH:10][cH:11][cH:12]1. The reactants are NCC(=O)CN1C(=O)c2ccccc2C1=O, CCO, S=C1CN=C(c2ccccc2Cl)c2cc(Cl)ccc2N1. Product: O=C(CNC1=Nc2ccc(Cl)cc2C(c2ccccc2Cl)=NC1)CN1C(=O)c2ccccc2C1=O. Reaction SMILES: [C:21]1(=[O:36])[c:22]2[c:23]([cH:32][cH:33][cH:34][cH:35]2)[C:24](=[O:31])[N:25]1[CH2:26][C:27]([CH2:28][NH2:29])=[O:30].[CH3:37][CH2:38][OH:39].[Cl:1][c:2]1[cH:3][cH:4][c:5]2[c:6]([cH:20]1)[C:7]([c:13]1[c:14]([Cl:19])[cH:15][cH:16][cH:17][cH:18]1)=[N:8][CH2:9][C:10](=[S:12])[NH:11]2>>[Cl:1][c:2]1[cH:3][cH:4][c:5]2[c:6]([cH:20]1)[C:7]([c:13]1[c:14]([Cl:19])[cH:15][cH:16][cH:17][cH:18]1)=[N:8][CH2:9][C:10]([NH:29][CH2:28][C:27]([CH2:26][N:25]1[C:21](=[O:36])[c:22]3[c:23]([cH:32][cH:33][cH:34][cH:35]3)[C:24]1=[O:31])=[O:30])=[N:11]2. As a reaction SMILES: [CH3:1][C:2]1(C)C[CH:6]([OH:8])[CH2:5][C:4](C)(C)N1.[OH:12][CH2:13][CH2:14][N:15]1[C:20](=[O:21])[C:19]([CH3:23])([CH3:22])[NH:18][C:17]([CH3:25])([CH3:24])[C:16]1=[O:26]>>[CH2:1]=[CH2:2].[C:6]([O:12][CH2:13][CH2:14][N:15]1[C:20](=[O:21])[C:19]([CH3:22])([CH3:23])[NH:18][C:17]([CH3:25])([CH3:24])[C:16]1=[O:26])(=[O:8])[CH:5]=[CH2:4] |f:2.3|. Product: C=C.C(C=C)(=O)OCCN1C(C(NC(C1=O)(C)C)(C)C)=O (Ethylene 1-(2-Acryloyloxyethyl)-3,3,5,5-tetramethylpiperazine-2,6-dione). Reported procedure: The above-named copolymer was prepared by the general procedure of Example 1 by substituting for the 2,2,6,6-tetramethylpiperidin-4-ol an equivalent amount of 1-(2-hydroxyethyl)-3,3,5,5-tetramethylpiperazine-2,6-dione. The reaction was run at 210° C. The reactants are CC1(NC(CC(C1)O)(C)C)C (2,2,6,6-tetramethylpiperidin-4-ol), OCCN1C(C(NC(C1=O)(C)C)(C)C)=O (1-(2-hydroxyethyl)-3,3,5,5-tetramethylpiperazine-2,6-dione).